Dataset: the Open Reaction Database (ORD), a public repository of structured organic reaction records. Task: describe an organic reaction: reactants, conditions, products, and yield Starting materials: C(C1=CC=CC=C1)OC=1C=C2C(=CNC2=CC1)CCN1C(C2=CC=CC=C2C1=O)=O (2-(2-(5-benzyloxy-1H-indol-3-yl)ethyl)isoindole-1,3-dione), C(=O)(O)[O-].[Na+] (NaHCO3), C(C)(C)[Si](C(C)C)(C(C)C)OS(=O)(=O)C(F)(F)F (triisopropylsilyltrifluoromethanesulfonate). Run in C1CCOC1 (THF), C1CCOC1 (THF). Reaction conditions: time 1 hour. Product: C1(NC(C2=CC=CC=C12)=O)=O (isoindole-1,3-dione). As a reaction SMILES: C(OC1C=C2C(=CC=1)NC=C2CC[N:20]1[C:28](=[O:29])[C:27]2[C:22](=[CH:23][CH:24]=[CH:25][CH:26]=2)[C:21]1=[O:30])C1C=CC=CC=1.C([Si](OS(C(F)(F)F)(=O)=O)(C(C)C)C(C)C)(C)C.C([O-])(O)=O.[Na+]>C1COCC1>[C:21]1(=[O:30])[C:22]2[C:27](=[CH:26][CH:25]=[CH:24][CH:23]=2)[C:28](=[O:29])[NH:20]1 |f:2.3|. Procedure: Combine a mixture of an oil dispersion of KH (40%, 1 g) in 30 mL anhydrous THF and a suspension of 2-(2-(5-benzyloxy-1H-indol-3-yl)ethyl)isoindole-1,3-dione (1.2 g, 3 mmol) in 30 mL THF portionwise. Stir for 1 hour at ambient temperature, cooled to 0° C., add triisopropylsilyltrifluoromethanesulfonate (1.85 g, 6 mmol) and stir an additional 1 hour at ambient temperature. Pour the reaction into a rapidly stirring solution of saturated NaHCO3 and extract with 2×50 mL EtOAc. Combine the organic lay... Reactants: [H-].[Na+] (sodium hydride), N1C(C=CC=C1)=O (1H-pyridin-2-one), ClCC=CC=1SC=C(N1)C1=CC=C(C=C1)F (2-(3-chloropropenyl)-4-(4-fluorophenyl)thiazole). The solvent is CN(C)C=O (DMF). Conditions: time 1 hour. The product is FC1=CC=C(C=C1)C=1N=C(SC1)C=CCN1C(C=CC=C1)=O (1-(3-(4-(4-Fluorophenyl)thiazol-2-yl)allyl)-1H-pyridin-2-one). As a reaction SMILES: [H-].[Na+].[NH:3]1[CH:8]=[CH:7][CH:6]=[CH:5][C:4]1=[O:9].Cl[CH2:11][CH:12]=[CH:13][C:14]1[S:15][CH:16]=[C:17]([C:19]2[CH:24]=[CH:23][C:22]([F:25])=[CH:21][CH:20]=2)[N:18]=1>CN(C=O)C>[F:25][C:22]1[CH:21]=[CH:20][C:19]([C:17]2[N:18]=[C:14]([CH:13]=[CH:12][CH2:11][N:3]3[CH:8]=[CH:7][CH:6]=[CH:5][C:4]3=[O:9])[S:15][CH:16]=2)=[CH:24][CH:23]=1 |f:0.1|. Reported procedure: 23.7 mg (0.54 mmol) of sodium hydride (55% in mineral oil) were added to 60.4 mg (0.54 mmol) of 1H-pyridin-2-one in 8 ml of DMF. The mixture was stirred at room temperature for 1 h, 92 mg (0.36 mmol) of 2-(3-chloropropenyl)-4-(4-fluorophenyl)thiazole were added, and the mixture was stirred at room temperature for another 4 h and subsequently at 50° C. for 2 h. After concentrating, water was added and the product was extracted with ethyl acetate. The organic phases were evaporated and the residue... The reactants are C(C)OC(CCCOC1=C(C(=CC=C1)CCCCCCOC=1C=C(C=C(C1)C(N(C)C)=O)C1=CC(=C(C=C1)F)F)CCC(=O)OCC)=O (4-{3-[6-(5-dimethylcarbamoyl-3′,4′-difluoro-biphenyl-3-yloxy)-hexyl]-2-(2-ethoxycarbonyl-ethyl)-phenoxy}-butyric acid ethyl ester), C(C)OC(CCCOC1=C(C(=CC=C1)CCCCCCOC1=CC(=CC(=C1)C(=O)N1CC(CC1)(F)F)Br)CCC(=O)OCC)=O (4-[3-{6-[3-bromo-5-(3,3-difluoro-pyrrolidine-1-carbonyl)-phenoxy]-hexyl}-2-(2-ethoxycarbonyl-ethyl)-phenoxy]-butyric acid ethyl ester), C1(=CC=CC=C1)B(O)O (phenylboronic acid), C([O-])([O-])=O.[Cs+].[Cs+] (cesium carbonate). The reagents and catalysts are C1=CC=C(C=C1)P([C-]2C=CC=C2)C3=CC=CC=C3.C1=CC=C(C=C1)P([C-]2C=CC=C2)C3=CC=CC=C3.Cl[Pd]Cl.[Fe+2] (PdCl2(dppf)). Run in COCCOC (1,2-dimethoxyethane). Yields the product C(C)OC(CCCOC1=C(C(=CC=C1)CCCCCCOC=1C=C(C=C(C1)C(=O)N1CC(CC1)(F)F)C1=CC=CC=C1)CCC(=O)OCC)=O (4-[3-{6-[5-(3,3-difluoro-pyrrolidine-1-carbonyl)-biphenyl-3-yloxy]-hexyl}-2-(2-ethoxycarbonyl-ethyl)-phenoxy]-butyric acid ethyl ester). Isolated yield 58.0%. Reaction SMILES: [CH2:1]([O:3][C:4](=[O:48])[CH2:5][CH2:6][CH2:7][O:8][C:9]1[CH:14]=[CH:13][CH:12]=[C:11]([CH2:15][CH2:16][CH2:17][CH2:18][CH2:19][CH2:20][O:21][C:22]2[CH:23]=[C:24]([C:33]3[CH:38]=[CH:37][C:36](F)=[C:35](F)[CH:34]=3)[CH:25]=[C:26]([C:28](=[O:32])[N:29]([CH3:31])[CH3:30])[CH:27]=2)[C:10]=1[CH2:41][CH2:42][C:43]([O:45][CH2:46][CH3:47])=[O:44])[CH3:2].C(OC(=O)CCCOC1C=CC=C(CCCCCCOC2C=C(C(N3CC[C:80]([F:84])([F:83])[CH2:79]3)=O)C=C(Br)C=2)C=1CCC(OCC)=O)C.C1(B(O)O)C=CC=CC=1.C(=O)([O-])[O-].[Cs+].[Cs+]>COCCOC.C1C=CC(P(C2C=CC=CC=2)[C-]2C=CC=C2)=CC=1.C1C=CC(P(C2C=CC=CC=2)[C-]2C=CC=C2)=CC=1.Cl[Pd]Cl.[Fe+2]>[CH2:1]([O:3][C:4](=[O:48])[CH2:5][CH2:6][CH2:7][O:8][C:9]1[CH:14]=[CH:13][CH:12]=[C:11]([CH2:15][CH2:16][CH2:17][CH2:18][CH2:19][CH2:20][O:21][C:22]2[CH:23]=[C:24]([C:33]3[CH:38]=[CH:37][CH:36]=[CH:35][CH:34]=3)[CH:25]=[C:26]([C:28]([N:29]3[CH2:30][CH2:79][C:80]([F:84])([F:83])[CH2:31]3)=[O:32])[CH:27]=2)[C:10]=1[CH2:41][CH2:42][C:43]([O:45][CH2:46][CH3:47])=[O:44])[CH3:2] |f:3.4.5,7.8.9.10|. Reported procedure: The title compound was prepared by the same method as 4-{3-[6-(5-dimethylcarbamoyl-3′,4′-difluoro-biphenyl-3-yloxy)-hexyl]-2-(2-ethoxycarbonyl-ethyl)-phenoxy}-butyric acid ethyl ester starting from 4-[3-{6-[3-bromo-5-(3,3-difluoro-pyrrolidine-1-carbonyl)-phenoxy]-hexyl}-2-(2-ethoxycarbonyl-ethyl)-phenoxy]-butyric acid ethyl ester (135 mg, 0.194 mmol), phenylboronic acid (48.27 mg, 0.388 mmol), PdCl2(dppf) (21.24 mg, 0.03 mmol) and cesium carbonate (127.3 mg, 0.388 mmol) in 1,2-dimethoxyethane (5... The reactants are [Na] (sodium), C(C)OP(OCC)[O-] (diethylphosphite), C(C)OC(C(=C)CC1=CC=CC=C1)=O (2-benzylacrylic acid ethyl ester), C(C)OC(C(C(=O)O)CC1=CC=CC=C1)=O (benzylmalonic acid mono ethyl ester). Solvent: C(C)O (ethanol). Run at time 48 hour. Product: C(C)OC(C(CP(=O)(OCC)OCC)CC1=CC=CC=C1)=O (2-Benzyl-3-(diethoxyphosphinyl)propionic acid ethyl ester). RXN SMILES: [CH2:1]([O:3][P:4]([O-:8])[O:5][CH2:6][CH3:7])[CH3:2].[CH2:9]([O:11][C:12](=[O:22])[C:13]([CH2:15][C:16]1[CH:21]=[CH:20][CH:19]=[CH:18][CH:17]=1)=[CH2:14])[CH3:10].C(OC(=O)C(CC1C=CC=CC=1)C(O)=O)C.[Na]>C(O)C>[CH2:9]([O:11][C:12](=[O:22])[CH:13]([CH2:15][C:16]1[CH:21]=[CH:20][CH:19]=[CH:18][CH:17]=1)[CH2:14][P:4]([O:5][CH2:6][CH3:7])([O:3][CH2:1][CH3:2])=[O:8])[CH3:10] |^1:38|. Procedure: To a mixture of diethylphosphite (6.9 g) and 2-benzylacrylic acid ethyl ester (9.5 g) (prepared according to the procedure of C. Mannich and K. Risert Ber. (1924), 57, 1116 from benzylmalonic acid mono ethyl ester) was added, with stirring at ambient temperature under an atmosphere of nitrogen, a solution of sodium (1.15 g) in ethanol (20 ml). Following the initial exothermic reaction stirring was continued for 48 hr. The solvent was evaporated in vacuo and the residual gum partitioned between e...